From a dataset of the Open Reaction Database (ORD), a public repository of structured organic reaction records. describe an organic reaction: reactants, conditions, products, and yield Yields the product OC1=CC=C(C=C1)C=CC(=O)C=1SC(=CC1)C1=CC=C(C=C1)C(F)(F)F (3-(4-Hydroxyphenyl)-1-(5-(4-(trifluoromethyl)phenyl)thien-2-yl)prop-2-en-1-one). RXN SMILES: [F:1][C:2]([F:18])([F:17])[C:3]1[CH:8]=[CH:7][C:6]([C:9]2[S:13][C:12]([C:14](=[O:16])[CH3:15])=[CH:11][CH:10]=2)=[CH:5][CH:4]=1.[OH:19][C:20]1[CH:27]=[CH:26][C:23]([CH:24]=O)=[CH:22][CH:21]=1>>[OH:19][C:20]1[CH:27]=[CH:26][C:23]([CH:24]=[CH:15][C:14]([C:12]2[S:13][C:9]([C:6]3[CH:5]=[CH:4][C:3]([C:2]([F:17])([F:1])[F:18])=[CH:8][CH:7]=3)=[CH:10][CH:11]=2)=[O:16])=[CH:22][CH:21]=1. Reactants: FC(C1=CC=C(C=C1)C1=CC=C(S1)C(C)=O)(F)F (1-(5-(4-(trifluoromethyl)phenyl)thien-2-yl)ethanone), OC1=CC=C(C=O)C=C1 (4-hydroxybenzaldehyde). Procedure details: 3-(4-Hydroxyphenyl)-1-(5-(4-(trifluoromethyl)phenyl)thien-2-yl)prop-2-en-1-one is prepared from 1-(5-(4-(trifluoromethyl)phenyl)thien-2-yl)ethanone and 4-hydroxybenzaldehyde according to general procedure B. The evaporation residue is purified by silica-gel chromatography. Reactants: ClC=1C(=C2C(=NC1)NC=C2)N (5-chloro-1H-pyrrolo[2,3-b]pyridin-4-ylamine), C(C)(=O)O (acetic acid), C1(CC1)C=O (cyclopropanecarbaldehyde), C(#N)[BH3-].[Na+] (sodium cyanoborohydride). The solvent is C(C)O (ethanol). The product is ClC=1C(=C2C(=NC1)NC=C2)NCC2CC2 ((5-chloro-1H-pyrrolo[2,3-b]pyridin-4-yl)-cyclopropylmethyl-amine). Yield: 68.9%. RXN SMILES: [Cl:1][C:2]1[C:3]([NH2:11])=[C:4]2[CH:10]=[CH:9][NH:8][C:5]2=[N:6][CH:7]=1.C(O)(=O)C.C([BH3-])#N.[Na+].[CH:20]1([CH:23]=O)[CH2:22][CH2:21]1>C(O)C>[Cl:1][C:2]1[C:3]([NH:11][CH2:23][CH:20]2[CH2:22][CH2:21]2)=[C:4]2[CH:10]=[CH:9][NH:8][C:5]2=[N:6][CH:7]=1 |f:2.3|. Procedure: In a round bottom flask, 5-chloro-1H-pyrrolo[2,3-b]pyridin-4-ylamine (22, 0.21 g, 1.25 mmol) is combined with 3.5 mL of ethanol, acetic acid (0.38 g, 6.25 mmol), silica bound sodium cyanoborohydride (1.1 g, 1.02 mmol), and cyclopropanecarbaldehyde (23, 0.26 g, 4 mmol). The reaction mixture was stirred over night at room temperature, heated up to 145° C. until the reaction was complete, filtered, concentrated, and purified by flash chromatography to provide compound as a solid (24, 0.191 g; yield... The reactants are C1(=CC=CC=C1)C(OCC1CCN(CC1)CCC1=CC=C(C=C1)[N+](=O)[O-])C1=CC=CC=C1 (4-(diphenylmethoxymethyl)-1-(4-nitrophenethyl)piperidine), stannous. Solvent: C(C)O (ethanol). Reaction conditions: temperature 70 celsius. Yields the product NC1=CC=C(CCN2CCC(CC2)COC(C2=CC=CC=C2)C2=CC=CC=C2)C=C1 (1-(4-Aminophenethyl)-4-(diphenylmethoxymethyl)piperidine). Isolated yield 49.9%. Reaction SMILES: [C:1]1([CH:7]([C:27]2[CH:32]=[CH:31][CH:30]=[CH:29][CH:28]=2)[O:8][CH2:9][CH:10]2[CH2:15][CH2:14][N:13]([CH2:16][CH2:17][C:18]3[CH:23]=[CH:22][C:21]([N+:24]([O-])=O)=[CH:20][CH:19]=3)[CH2:12][CH2:11]2)[CH:6]=[CH:5][CH:4]=[CH:3][CH:2]=1>C(O)C>[NH2:24][C:21]1[CH:20]=[CH:19][C:18]([CH2:17][CH2:16][N:13]2[CH2:12][CH2:11][CH:10]([CH2:9][O:8][CH:7]([C:27]3[CH:32]=[CH:31][CH:30]=[CH:29][CH:28]=3)[C:1]3[CH:2]=[CH:3][CH:4]=[CH:5][CH:6]=3)[CH2:15][CH2:14]2)=[CH:23][CH:22]=1. Procedure: A mixture of 4-(diphenylmethoxymethyl)-1-(4-nitrophenethyl)piperidine (1.40 g, 3.3 mmol) (see Example 13) and stannous (II) dichloride dihydrate (3.68 g, 16.3 mmol) in ethanol (20 ml) was heated at 70° C. for 2 hours, allowed to cool to room temperature and filtered. The filtrate was evaporated and the residue partitioned between ethyl acetate and saturated aqueous sodium hydrogen carbonate solution. The layers were separated and the aqueous layer extracted into ethyl acetate. The combined organ... The reactants are BrC=1C=C2C(=CNC2=C(C1)C)C (5-bromo-3,7-dimethyl-1H-indole), O1CCOCC1 (dioxane), C([O-])([O-])=O.[Na+].[Na+] (sodium carbonate). Reagents/catalysts: catalyst. Run in O (water). Run at temperature 165 celsius, time 20 second. Product: CC1=CNC2=C(C=C(C=C12)C(=O)O)C (3,7-Dimethyl-1H-indole-5-carboxylic acid). The yield is 93.0%. Reaction SMILES: Br[C:2]1[CH:3]=[C:4]2[C:8](=[C:9]([CH3:11])[CH:10]=1)[NH:7][CH:6]=[C:5]2[CH3:12].O1CCOCC1.[C:19](=O)([O-:21])[O-:20].[Na+].[Na+]>O>[CH3:12][C:5]1[C:4]2[C:8](=[C:9]([CH3:11])[CH:10]=[C:2]([C:19]([OH:21])=[O:20])[CH:3]=2)[NH:7][CH:6]=1 |f:2.3.4|. Procedure: A microwave tube was charged with 5-bromo-3,7-dimethyl-1H-indole (317 mg, 1.42 mmol), dioxane (3 mL), Hermann's catalyst (42.1 mg, 0.07 mmol) and a solution of sodium carbonate (450 mg, 4.24 mmol) in water (6 mL). The mixture was stirred for 20 sec, heated at 165° C. for 15 minutes in a microwave reactor at very high absorption setting. The reaction was vented before handling. The mixture was filtered through diatomaceous earth and washed with EtOAc. The filtrate was concentrated and the residue... The reactants are OCCOCCO, CN1CCN2c3ccncc3C(=O)c3ccccc3C2C1, CS(C)=O, [K+], NN, [OH-], O, O. Product: CN1CCN2c3ccncc3Cc3ccccc3C2C1. Reaction SMILES: [CH2:22]([OH:23])[CH2:24][O:25][CH2:26][CH2:27][OH:28].[CH3:1][N:2]1[CH2:3][CH:4]2[N:5]([c:6]3[c:7]([cH:16][n:17][cH:18][cH:19]3)[C:8](=[O:15])[c:9]3[c:10]2[cH:11][cH:12][cH:13][cH:14]3)[CH2:20][CH2:21]1.[CH3:35][S:36]([CH3:37])=[O:38].[K+:30].[NH2:32][NH2:33].[OH-:29].[OH2:31].[OH2:34]>>[CH3:1][N:2]1[CH2:3][CH:4]2[N:5]([c:6]3[c:7]([cH:16][n:17][cH:18][cH:19]3)[CH2:8][c:9]3[c:10]2[cH:11][cH:12][cH:13][cH:14]3)[CH2:20][CH2:21]1. The reactants are SCCSCCS (2-mercaptoethylsulfide), C([O-])([O-])=O.[K+].[K+] (potassium carbonate), ClC1=CC=C(C=C1)C(C(C)(N1CCOCC1)C)=O (1-(4-chlorophenyl)-2-methyl-2-morpholin-4-yl-propan-1-one). The solvent is CC(=O)N(C)C (dimethylacetamide), CC(=O)N(C)C (dimethylacetamide), C(C)(=O)OCC (ethyl acetate). Reaction conditions: time 5 hour. The product is SCCSCCSC1=CC=C(C=C1)C(C(C)(N1CCOCC1)C)=O (1-{4-[2-(2-Mercapto-ethylthio)-ethylthio]-phenyl}-2-methyl-2-morpholin-4-yl-propan-1-one). Reaction SMILES: [SH:1][CH2:2][CH2:3][S:4][CH2:5][CH2:6][SH:7].C(=O)([O-])[O-].[K+].[K+].Cl[C:15]1[CH:20]=[CH:19][C:18]([C:21](=[O:31])[C:22]([CH3:30])([N:24]2[CH2:29][CH2:28][O:27][CH2:26][CH2:25]2)[CH3:23])=[CH:17][CH:16]=1>CC(N(C)C)=O.C(OCC)(=O)C>[SH:1][CH2:2][CH2:3][S:4][CH2:5][CH2:6][S:7][C:15]1[CH:16]=[CH:17][C:18]([C:21](=[O:31])[C:22]([CH3:23])([N:24]2[CH2:25][CH2:26][O:27][CH2:28][CH2:29]2)[CH3:30])=[CH:19][CH:20]=1 |f:1.2.3|. Reported procedure: 25.7 g (0.15 mol) of 2-mercaptoethylsulfide (purity 90%) are added to a suspension of 8.3 g (0.06 mol) of potassium carbonate in 50 ml of dimethylacetamide. A solution of 8.0 g (0.03 mol) 1-(4-chlorophenyl)-2-methyl-2-morpholin-4-yl-propan-1-one in 25 ml of dimethylacetamide is added dropwise at 85° C. over 60 min. After stirring for 5 h, the reaction mixture is cooled, diluted with ethyl acetate (100 ml), extracted with water (3×100 ml) to remove the carbonate and dimethylacetamide, dried over ... Reactants: [H][H], O=[N+]([O-])c1c[nH]nc1-c1nc2cc(CN3CCOCC3)ccc2[nH]1, CN(C)C=O. Product: Nc1c[nH]nc1-c1nc2cc(CN3CCOCC3)ccc2[nH]1. As a reaction SMILES: [H:25][H:26].[O:1]1[CH2:2][CH2:3][N:4]([CH2:7][c:8]2[cH:9][c:10]3[c:11]([nH:12][c:13](-[c:15]4[n:16][nH:17][cH:18][c:19]4[N+:20]([O-:21])=[O:22])[n:14]3)[cH:23][cH:24]2)[CH2:5][CH2:6]1.[O:27]=[CH:28][N:29]([CH3:30])[CH3:31]>>[O:1]1[CH2:2][CH2:3][N:4]([CH2:7][c:8]2[cH:9][c:10]3[c:11]([nH:12][c:13](-[c:15]4[n:16][nH:17][cH:18][c:19]4[NH2:20])[n:14]3)[cH:23][cH:24]2)[CH2:5][CH2:6]1.